Dataset: the Open Reaction Database (ORD), a public repository of structured organic reaction records. Task: describe an organic reaction: reactants, conditions, products, and yield Starting materials: OC=1C=C(C=O)C=CC1 (3-hydroxybenzaldehyde), BrC1=CC=C(OCCOC2OCCCC2)C=C1 (tetrahydro-2-(2-(4-bromophenoxy)ethoxy)-2H-pyran), C([O-])([O-])=O.[K+].[K+] (potassium carbonate). Reagents/catalysts: [Cu] (copper). The solvent is N1=CC=CC=C1 (pyridine). Yields the product C(=O)C=1C=C(OC2=CC=C(OCCOC3OCCCC3)C=C2)C=CC1 (tetrahydro-2-(2-(4-(3-formylphenoxy)phenoxy)ethoxy)-2H-pyran). The yield is 86.8%. Reaction SMILES: [OH:1][C:2]1[CH:3]=[C:4]([CH:7]=[CH:8][CH:9]=1)[CH:5]=[O:6].Br[C:11]1[CH:26]=[CH:25][C:14]([O:15][CH2:16][CH2:17][O:18][CH:19]2[CH2:24][CH2:23][CH2:22][CH2:21][O:20]2)=[CH:13][CH:12]=1.C(=O)([O-])[O-].[K+].[K+]>N1C=CC=CC=1.[Cu]>[CH:5]([C:4]1[CH:3]=[C:2]([CH:9]=[CH:8][CH:7]=1)[O:1][C:11]1[CH:26]=[CH:25][C:14]([O:15][CH2:16][CH2:17][O:18][CH:19]2[CH2:24][CH2:23][CH2:22][CH2:21][O:20]2)=[CH:13][CH:12]=1)=[O:6] |f:2.3.4|. Procedure: A solution of 3-hydroxybenzaldehyde (1.27 g, 10.4 mmol), tetrahydro-2-(2-(4-bromophenoxy)ethoxy)-2H-pyran (6.26 g, 20.8 mmol), potassium carbonate (2.23 g, 16.12 mmol) and copper (330 mg, 5.2 mmol) in pyridine (10 mL) was refluxed for 5 days. It was then cooled to r.t., filtered through Celite, diluted with ethylacetate (50 mL), and washed with H2O (3×40 mL). The organic was dried with MgSO4 and concentrated. The resulting residue was chromatographed (silica gel, ether:hexanes, 2:3) to afford te... Reactants: CO, O=C1COC2=C(Cl)N=C(CNC3CCN(CCn4c(=O)ccc5ccc(F)cc54)CC3)NC2=N1, [H][H], [Na+], O=C([O-])O, [Pd]. The product is O=C1COC2=CN=C(CNC3CCN(CCn4c(=O)ccc5ccc(F)cc54)CC3)NC2=N1, Cl. As a reaction SMILES: [CH3:42][OH:43].[Cl:1][C:2]1=[C:7]2[C:6](=[N:11][C:10](=[O:12])[CH2:9][O:8]2)[NH:5][C:4]([CH2:13][NH:14][CH:15]2[CH2:16][CH2:17][N:18]([CH2:21][CH2:22][n:23]3[c:24](=[O:34])[cH:25][cH:26][c:27]4[cH:28][cH:29][c:30]([F:33])[cH:31][c:32]34)[CH2:19][CH2:20]2)=[N:3]1.[H:40][H:41].[Na+:39].[O-:35][C:36]([OH:37])=[O:38].[Pd:44]>>[CH:2]1=[C:7]2[C:6](=[N:11][C:10](=[O:12])[CH2:9][O:8]2)[NH:5][C:4]([CH2:13][NH:14][CH:15]2[CH2:16][CH2:17][N:18]([CH2:21][CH2:22][n:23]3[c:24](=[O:34])[cH:25][cH:26][c:27]4[cH:28][cH:29][c:30]([F:33])[cH:31][c:32]34)[CH2:19][CH2:20]2)=[N:3]1.[ClH:1].